From a dataset of the Open Reaction Database (ORD), a public repository of structured organic reaction records. describe an organic reaction: reactants, conditions, products, and yield Reactants: CC(C)(C)[O-], Cc1ccccc1, O=C(C=Cc1ccccc1)C=Cc1ccccc1, O=C(C=Cc1ccccc1)C=Cc1ccccc1, O=C(C=Cc1ccccc1)C=Cc1ccccc1, COc1ccc(Cl)cc1-c1cc(Cl)nc(C)n1, Nc1ccc(Cl)cc1, [Na+], [Pd], [Pd]. Product: COc1ccc(Cl)cc1-c1cc(Nc2ccc(Cl)cc2)nc(C)n1. RXN SMILES: [CH3:26][C:27]([CH3:28])([O-:29])[CH3:30].[CH3:32][c:33]1[cH:34][cH:35][cH:36][cH:37][cH:38]1.[CH:41](=[CH:42][C:43]([CH:44]=[CH:45][c:46]1[cH:47][cH:48][cH:49][cH:50][cH:51]1)=[O:52])[c:53]1[cH:54][cH:55][cH:56][cH:57][cH:58]1.[CH:59](=[CH:60][C:61]([CH:62]=[CH:63][c:64]1[cH:65][cH:66][cH:67][cH:68][cH:69]1)=[O:70])[c:71]1[cH:72][cH:73][cH:74][cH:75][cH:76]1.[CH:77](=[CH:78][C:79]([CH:80]=[CH:81][c:82]1[cH:83][cH:84][cH:85][cH:86][cH:87]1)=[O:88])[c:89]1[cH:90][cH:91][cH:92][cH:93][cH:94]1.[Cl:1][c:2]1[n:3][c:4]([CH3:17])[n:5][c:6](-[c:8]2[c:9]([O:15][CH3:16])[cH:10][cH:11][c:12]([Cl:14])[cH:13]2)[cH:7]1.[NH2:18][c:19]1[cH:20][cH:21][c:22]([Cl:23])[cH:24][cH:25]1.[Na+:31].[Pd:39].[Pd:40]>>[c:2]1([NH:18][c:19]2[cH:20][cH:21][c:22]([Cl:23])[cH:24][cH:25]2)[n:3][c:4]([CH3:17])[n:5][c:6](-[c:8]2[c:9]([O:15][CH3:16])[cH:10][cH:11][c:12]([Cl:14])[cH:13]2)[cH:7]1. The reactants are [Li]CCCC, CCOCC, CCCCCC, CCOC(C)=O, [Cl-], O=Cc1cccc(F)c1, Fc1cccnc1, [NH4+]. The product is OC(c1cccc(F)c1)c1ncccc1F. As a reaction SMILES: [CH2:1]([Li:2])[CH2:3][CH2:4][CH3:5].[CH3:24][CH2:25][O:26][CH2:27][CH3:28].[CH3:29][CH2:30][CH2:31][CH2:32][CH2:33][CH3:34].[CH3:35][CH2:36][O:37][C:38](=[O:39])[CH3:40].[Cl-:22].[F:13][c:14]1[cH:15][c:16]([CH:17]=[O:18])[cH:19][cH:20][cH:21]1.[F:6][c:7]1[cH:8][n:9][cH:10][cH:11][cH:12]1.[NH4+:23]>>[F:6][c:7]1[c:8]([CH:17]([c:16]2[cH:15][c:14]([F:13])[cH:21][cH:20][cH:19]2)[OH:18])[n:9][cH:10][cH:11][cH:12]1. Starting materials: CCOC(=O)C(C)(Cc1ccc(OCc2ccccc2)cc1)Oc1ccccc1F, CCO, [H][H]. Product: CCOC(=O)C(C)(Cc1ccc(O)cc1)Oc1ccccc1F. RXN SMILES: [CH2:1]([CH3:2])[O:3][C:4]([C:5]([CH2:6][c:7]1[cH:8][cH:9][c:10]([O:13][CH2:14][c:15]2[cH:16][cH:17][cH:18][cH:19][cH:20]2)[cH:11][cH:12]1)([CH3:21])[O:22][c:23]1[c:24]([F:29])[cH:25][cH:26][cH:27][cH:28]1)=[O:30].[CH3:33][CH2:34][OH:35].[H:31][H:32]>>[CH2:1]([CH3:2])[O:3][C:4]([C:5]([CH2:6][c:7]1[cH:8][cH:9][c:10]([OH:13])[cH:11][cH:12]1)([CH3:21])[O:22][c:23]1[c:24]([F:29])[cH:25][cH:26][cH:27][cH:28]1)=[O:30]. Starting materials: C(C)(C)(C)C=1N=C(C=2C(N1)=NN(N2)CC)N2CC(CC2)(F)F (5-tert-Butyl-7-(3,3-difluoro-pyrrolidin-1-yl)-2-ethyl-2H-[1,2,3]triazolo[4,5-d]pyrimidine), C(C)(C)(C)C=1N=C(C2=C(N1)NN=N2)N2CC(CC2)(F)F (5-tert-butyl-7-(3,3-difluoropyrrolidin-1-yl)-3H-[1,2,3]triazolo[4,5-d]pyrimidine), ClC1=C(C=NC=C1)CCl (4-chloro-3-(chloromethyl)pyridine). Yields the product C(C)(C)(C)C=1N=C(C=2C(N1)=NN(N2)CC=2C=NC=CC2Cl)N2CC(CC2)(F)F (5-tert-Butyl-2-(4-chloro-pyridin-3-ylmethyl)-7-(3,3-difluoro-pyrrolidin-1-yl)-2H-[1,2,3]triazolo[4,5-d]pyrimidine). Reaction SMILES: [C:1]([C:5]1[N:6]=[C:7]([N:16]2[CH2:20][CH2:19][C:18]([F:22])([F:21])[CH2:17]2)[C:8]2[C:9](=[N:11][N:12]([CH2:14][CH3:15])[N:13]=2)[N:10]=1)([CH3:4])([CH3:3])[CH3:2].C(C1N=C(N2CCC(F)(F)C2)C2N=NNC=2N=1)(C)(C)C.[Cl:43][C:44]1C=[CH:48][N:47]=[CH:46][C:45]=1CCl>>[C:1]([C:5]1[N:6]=[C:7]([N:16]2[CH2:20][CH2:19][C:18]([F:21])([F:22])[CH2:17]2)[C:8]2[C:9](=[N:11][N:12]([CH2:14][C:15]3[CH:48]=[N:47][CH:46]=[CH:45][C:44]=3[Cl:43])[N:13]=2)[N:10]=1)([CH3:2])([CH3:3])[CH3:4]. Procedure: In analogy to the procedure described for the synthesis of 5-tert-butyl-7-(3,3-difluoro-pyrrolidin-1-yl)-2-ethyl-2H-[1,2,3]triazolo[4,5-d]pyrimidine (example 3, step b), the title compound was prepared from 5-tert-butyl-7-(3,3-difluoropyrrolidin-1-yl)-3H-[1,2,3]triazolo[4,5-d]pyrimidine and 4-chloro-3-(chloromethyl)pyridine and isolated as light yellow gum. MS (m/e): 408.3 (MH+).